describe an organic reaction: reactants, conditions, products, and yield From a dataset of the Open Reaction Database (ORD), a public repository of structured organic reaction records. Starting materials: [H-].[Al+3].[Li+].[H-].[H-].[H-] (lithium aluminum hydride), [F-].[Na+] (sodium fluoride), O (water), C(#N)C=1C=NN(C1NC(C1=CC=CC=C1)(C1=CC=CC=C1)C1=CC=CC=C1)CC(=O)N (2-[4-cyano-5-(tritylamino)-1H-pyrazol-1-yl]acetamide). Run in O1CCCC1 (tetrahydrofuran). Yields the product NCCN1N=CC(=C1NC(C1=CC=CC=C1)(C1=CC=CC=C1)C1=CC=CC=C1)CN (1-(2-aminoethyl)-4-(aminomethyl)-5-tritylaminopyrazole). Isolated yield 44.5%. RXN SMILES: [H-].[Al+3].[Li+].[H-].[H-].[H-].[C:7]([C:9]1[CH:10]=[N:11][N:12]([CH2:34][C:35]([NH2:37])=O)[C:13]=1[NH:14][C:15]([C:28]1[CH:33]=[CH:32][CH:31]=[CH:30][CH:29]=1)([C:22]1[CH:27]=[CH:26][CH:25]=[CH:24][CH:23]=1)[C:16]1[CH:21]=[CH:20][CH:19]=[CH:18][CH:17]=1)#[N:8].[F-].[Na+].O>O1CCCC1>[NH2:37][CH2:35][CH2:34][N:12]1[C:13]([NH:14][C:15]([C:22]2[CH:27]=[CH:26][CH:25]=[CH:24][CH:23]=2)([C:28]2[CH:29]=[CH:30][CH:31]=[CH:32][CH:33]=2)[C:16]2[CH:21]=[CH:20][CH:19]=[CH:18][CH:17]=2)=[C:9]([CH2:7][NH2:8])[CH:10]=[N:11]1 |f:0.1.2.3.4.5,7.8|. Procedure: To a suspension of lithium aluminum hydride (3.73 g) in tetrahydrofuran (100 ml) was added 2-[4-cyano-5-(tritylamino)-1H-pyrazol-1-yl]acetamide (5 g) at room temperature. The mixture was refluxed for 23 hours. After cooling on an ice bath, sodium fluoride (16.5 g) and water (7.1 ml) were added to the reaction mixture. The insoluble materials were removed by filtration. The filtrate was evaporated in vacuo and triturated with diisopropyl ether to give 1-(2-aminoethyl)-4-(aminomethyl)-5-tritylamin... Reactants: ClC1=CC=2C(=NN(N2)C=2C=C(CCC(=O)OC)C=C(C2O)C(C)(C)C2=CC=C(C=C2)Cl)C=C1 (Methyl 3-(5-Chloro-benzotriazol-2-yl)-4-hydroxy-5-(4-chloro-α-cumyl)hydrocinnamate), [NH2-].[Li+] (lithium amide), octanols. Solvent: C1(=CC=CC=C1)C (toluene). Yields the product ClC1=CC=2C(=NN(N2)C=2C=C(CCC(=O)OCCCCCCCC)C=C(C2O)C(C)(C)C2=CC=C(C=C2)Cl)C=C1 (Octyl 3-(5-Chloro-benzotriazol-2-yl)-4-hydroxy-5-(4-chloro-α-cumyl)hydrocinnamate). RXN SMILES: [Cl:1][C:2]1[CH:33]=[CH:32][C:5]2=[N:6][N:7]([C:9]3[CH:10]=[C:11]([CH:18]=[C:19]([C:22]([C:25]4[CH:30]=[CH:29][C:28]([Cl:31])=[CH:27][CH:26]=4)([CH3:24])[CH3:23])[C:20]=3[OH:21])[CH2:12][CH2:13][C:14]([O:16][CH3:17])=[O:15])[N:8]=[C:4]2[CH:3]=1.[NH2-].[Li+]>C1(C)C=CC=CC=1>[Cl:1][C:2]1[CH:33]=[CH:32][C:5]2=[N:6][N:7]([C:9]3[CH:10]=[C:11]([CH:18]=[C:19]([C:22]([C:25]4[CH:26]=[CH:27][C:28]([Cl:31])=[CH:29][CH:30]=4)([CH3:23])[CH3:24])[C:20]=3[OH:21])[CH2:12][CH2:13][C:14]([O:16][CH2:17][CH2:11][CH2:10][CH2:9][CH2:20][CH2:19][CH2:22][CH3:23])=[O:15])[N:8]=[C:4]2[CH:3]=1 |f:1.2|. Procedure: The compound prepared in Example 47 is refluxed in toluene in the presence of lithium amide and EXXAL® 8 (mixture of octanols, Exxon-Mobil) for four hours. The title compound is obtained.